Dataset: the Open Reaction Database (ORD), a public repository of structured organic reaction records. Task: describe an organic reaction: reactants, conditions, products, and yield Reactants: [NH+]1=CNC=C1.N1(C=NC=C1)C1=NS(C2=C(N1)C=CC(=C2)[N+](=O)[O-])(=O)=O (3-(Imidazol-1-yl)-7-nitro-4H-1,2,4-benzothiadiazine 1,1-dioxide imidazolium salt), C(C)(CC)N (sec-butylamine). The product is C(C)(CC)NC1=NS(C2=C(N1)C=CC(=C2)[N+](=O)[O-])(=O)=O (3-sec-Butylamino-7-nitro-4H-1,2,4-benzothiadiazine 1,1-dioxide). As a reaction SMILES: [NH+]1C=CNC=1.N1([C:11]2[NH:16][C:15]3[CH:17]=[CH:18][C:19]([N+:21]([O-:23])=[O:22])=[CH:20][C:14]=3[S:13](=[O:25])(=[O:24])[N:12]=2)C=CN=C1.[CH:26]([NH2:30])([CH2:28][CH3:29])[CH3:27]>>[CH:26]([NH:30][C:11]1[NH:16][C:15]2[CH:17]=[CH:18][C:19]([N+:21]([O-:23])=[O:22])=[CH:20][C:14]=2[S:13](=[O:24])(=[O:25])[N:12]=1)([CH2:28][CH3:29])[CH3:27] |f:0.1|. Reported procedure: 3-(Imidazol-1-yl)-7-nitro-4H-1,2,4-benzothiadiazine 1,1-dioxide imidazolium salt was treated with sec-butylamine according to the general procedure Method A to give the title compound; m.p. 287-288° C.